This data is from the Open Reaction Database (ORD), a public repository of structured organic reaction records. The task is: describe an organic reaction: reactants, conditions, products, and yield The reactants are C(Cl)(Cl)Cl (chloroform), ClC=1C=C(C=CC1)C1SCC(=C1O)C(=O)C (2-(3-chlorophenyl)-3-hydroxy-4-methylcarbonyl-2,5-dihydrothiophene), C(Cl)(Cl)Cl (chloroform), S(=O)(=O)(Cl)Cl (sulfuryl chloride). Solvent: O (water). Reaction conditions: temperature -15 celsius, time 1 hour. Product: ClC=1C=C(C=CC1)C=1SC=C(C1O)C(=O)C (2-(3-Chlorophenyl)-3-hydroxy-4-methylcarbonyl thiophene). Yield: 98.7%. As a reaction SMILES: C(Cl)(Cl)Cl.[Cl:5][C:6]1[CH:7]=[C:8]([CH:12]2[C:16]([OH:17])=[C:15]([C:18]([CH3:20])=[O:19])[CH2:14][S:13]2)[CH:9]=[CH:10][CH:11]=1.S(Cl)(Cl)(=O)=O>O>[Cl:5][C:6]1[CH:7]=[C:8]([C:12]2[S:13][CH:14]=[C:15]([C:18]([CH3:20])=[O:19])[C:16]=2[OH:17])[CH:9]=[CH:10][CH:11]=1. Procedure: A chloroform (25 mL) solution of 2-(3-chlorophenyl)-3-hydroxy-4-methylcarbonyl-2,5-dihydrothiophene (2.49 g, 8.02 mmol, purity: 82%) was cooled to −43° C., and to this solution, a chloroform (50 mL) solution of sulfuryl chloride (0.77 mL, 1.1 equivalent amounts) was dropwise added over a period of 32 minutes, followed by stirring at −15° C. for 1 hour. The temperature of the solution was raised to 0° C., and water (5 mL) was dropwise added, followed by liquid separation. The obtained chloroform ...